Task: describe an organic reaction: reactants, conditions, products, and yield. Dataset: the Open Reaction Database (ORD), a public repository of structured organic reaction records The reactants are [NH2-].[Na+] (sodamide), C(C)N1N(CC(C1)O)CC (1,2-diethyl-4-pyrazolidinol), C1(=CC=C(C=C1)S(=O)(=O)Cl)C (p-toluenesulfonyl chloride). The solvent is C1(=CC=CC=C1)C (toluene), C1(=CC=CC=C1)C (toluene). Reaction conditions: time 2 hour. Product: N(C1=CC=CC=C1)C1CN(N(C1)CC)CC (4-Anilino-1,2-diethylpyrazolidine). Reaction SMILES: [NH2-:1].[Na+].[CH2:3]([N:5]1[CH2:9][CH:8](O)[CH2:7][N:6]1[CH2:11][CH3:12])[CH3:4].[C:13]1(C)[CH:18]=[CH:17][C:16](S(Cl)(=O)=O)=[CH:15][CH:14]=1>C1(C)C=CC=CC=1>[NH:1]([CH:8]1[CH2:9][N:5]([CH2:3][CH3:4])[N:6]([CH2:11][CH3:12])[CH2:7]1)[C:13]1[CH:18]=[CH:17][CH:16]=[CH:15][CH:14]=1 |f:0.1|. Reported procedure: To a stirred suspension of 7.9 g. (0.2 mole) of sodamide in 100 ml. of dry toluene was added 28.8 g. (0.2 mole) of 1,2-diethyl-4-pyrazolidinol at a rate so that a pot temperature of 30°-35° C. was maintained. After stirring 2.0 hrs. at room temperature, the solution was added dropwise to a solution of 38.0 g. (0.2 mole) of p-toluenesulfonyl chloride in 200 ml. of dry toluene with the pot temperature maintained below 30° C. After stirring for about one hr. at room temperature, the reaction mixtur...